This data is from the Open Reaction Database (ORD), a public repository of structured organic reaction records. The task is: describe an organic reaction: reactants, conditions, products, and yield Starting materials: Cl.C(=C)[C@](N)(CCC(=O)OC)C(=O)OC (Dimethyl 2-vinylglutamate hydrochloride), C([O-])([O-])=O.[Na+].[Na+] (sodium carbonate). The solvent is COCCO (2-methoxyethanol). The product is COC(=O)C1(CCC(N1)=O)C=C (5-methoxycarbonyl-5-vinyl-2-pyrrolidone). As a reaction SMILES: Cl.[CH:2]([C@@:4]([C:12]([O:14][CH3:15])=[O:13])([CH2:6][CH2:7][C:8](OC)=[O:9])[NH2:5])=[CH2:3].C(=O)([O-])[O-].[Na+].[Na+]>COCCO>[CH3:15][O:14][C:12]([C:4]1([CH:2]=[CH2:3])[NH:5][C:8](=[O:9])[CH2:7][CH2:6]1)=[O:13] |f:0.1,2.3.4|. Reported procedure: Dimethyl 2-vinylglutamate hydrochloride (570 mg, 2 mM), is treated with saturated aqueous sodium carbonate (20 ml) and the resulting mixture extracted with dichloromethane. The organic phase is dried and concentrated to afford the free base which is dissolved in 2-methoxyethanol (20 ml) and heated under reflux for 2 hours. The solvent is then removed in vacuo to afford 5-methoxycarbonyl-5-vinyl-2-pyrrolidone.